From a dataset of the Open Reaction Database (ORD), a public repository of structured organic reaction records. describe an organic reaction: reactants, conditions, products, and yield Reactants: BrC1=CC=C(C=C1)N1N=CC=C1 (1-(4-bromophenyl)-1H-pyrazole), C(C#C)O (propargyl alcohol). Reagents/catalysts: Cl[Pd]([P](C1=CC=CC=C1)(C2=CC=CC=C2)C3=CC=CC=C3)([P](C4=CC=CC=C4)(C5=CC=CC=C5)C6=CC=CC=C6)Cl (Pd(Ph3P)2Cl2), [Cu]I (copper(I) iodide). The solvent is TEA. Reaction conditions: temperature 80 celsius, time 5 minute. The product is N1(N=CC=C1)C1=CC=C(C=C1)C#CCO (3-[4-(1H-pyrazol-1-yl)phenyl]-2-propyn-1-ol). Yield: 36.7%. As a reaction SMILES: Br[C:2]1[CH:7]=[CH:6][C:5]([N:8]2[CH:12]=[CH:11][CH:10]=[N:9]2)=[CH:4][CH:3]=1.[CH2:13]([OH:16])[C:14]#[CH:15]>Cl[Pd](Cl)([P](C1C=CC=CC=1)(C1C=CC=CC=1)C1C=CC=CC=1)[P](C1C=CC=CC=1)(C1C=CC=CC=1)C1C=CC=CC=1.[Cu]I>[N:8]1([C:5]2[CH:6]=[CH:7][C:2]([C:15]#[C:14][CH2:13][OH:16])=[CH:3][CH:4]=2)[CH:12]=[CH:11][CH:10]=[N:9]1 |^1:19,38|. Procedure details: A mixture of 1-(4-bromophenyl)-1H-pyrazole (prepared as described in Bull. Soc. Chim. Fr. 1966, 2832) (2.24 g, 10.04 mmol), Pd(Ph3P)2Cl2 (180 mg, 0.26 mmol), and copper(I) iodide (95 mg, 0.50 mmol) in TEA (20 mL) was stirred for 5 min, propargyl alcohol (0.70 mL, 12.02 mmol) was added, and the mixture was heated to 80° C. for 48 h. The volatiles were evaporated, ethyl acetate (50 mL) and water (50 mL) were added to the residue, and the mixture was filtered through a pad of Celite. The organic la... The reactants are C(C(C)C)C1CC(=O)OC(C1)=O (3-isobutylglutaric anhydride), C1(CCCCC1)S (cyclohexane thiol). The product is C1(CCCCC1)SC(=O)C[C@@H](CC(=O)O)CC(C)C ((R)-3-cyclohexylsulfanylcarbonylmethyl-5-methyl-hexanoic acid). As a reaction SMILES: [CH2:1]([CH:5]1[CH2:11][C:10](=[O:12])[O:9][C:7](=[O:8])[CH2:6]1)[CH:2]([CH3:4])[CH3:3].[CH:13]1([SH:19])[CH2:18][CH2:17][CH2:16][CH2:15][CH2:14]1>>[CH:13]1([S:19][C:10]([CH2:11][C@H:5]([CH2:1][CH:2]([CH3:3])[CH3:4])[CH2:6][C:7]([OH:9])=[O:8])=[O:12])[CH2:18][CH2:17][CH2:16][CH2:15][CH2:14]1. Procedure details: A schematic of the catalytic enantioselective thiolysis of 3-isobutylglutaric anhydride using cyclohexane thiol to afford (R)-3-cyclohexylsulfanylcarbonylmethyl-5-methyl-hexanoic acid is provided in FIG. 1. Thiolysis of 3-isobutylglutaric anhydride in methyltertbutylether (MTBE), at room temperature (rt) in the presence of catalytic quantities of C1 affords 3-cyclohexylsulfanylcarbonylmethyl-5-methyl-hexanoic acid in quantitative yield with the (R) enantiomer obtained in 93% ee.